From a dataset of the Open Reaction Database (ORD), a public repository of structured organic reaction records. describe an organic reaction: reactants, conditions, products, and yield Procedure details: A stirred solution of 5-fluoroindole (3.10 g, 23.0 mmol) in methanol is treated with 4-pyridinecarbox-aldehyde (2.20 ml, 23.0 mmol), then treated with aqueous NaOH (2.5 ml, 50%) at 0° C., stirred for 1 hr at 0° C., warmed to room temperature, stirred for 3 hr. and diluted with water. The resultant mixture is filtered. The filtercake is dried under vacuum to afford the title product as a light yellow solid, 5.2 g (93%) mp 171-173° C., identified by mass spectral and NMR analyses. Yields the product FC=1C=C2C(=CNC2=CC1)C(O)C1=CC=NC=C1 ((5-Fluoro-1H-indol-3-yl)(4-pyridinyl)-methanol). Solvent: O (water), CO (methanol). Conditions: temperature 0 celsius, time 1 hour. Starting materials: FC=1C=C2C=CNC2=CC1 (5-fluoroindole), N1=CC=C(C=C1)C=O (4-pyridinecarbox-aldehyde), [OH-].[Na+] (NaOH). Reaction SMILES: [F:1][C:2]1[CH:3]=[C:4]2[C:8](=[CH:9][CH:10]=1)[NH:7][CH:6]=[CH:5]2.[N:11]1[CH:16]=[CH:15][C:14]([CH:17]=[O:18])=[CH:13][CH:12]=1.[OH-].[Na+]>CO.O>[F:1][C:2]1[CH:3]=[C:4]2[C:8](=[CH:9][CH:10]=1)[NH:7][CH:6]=[C:5]2[CH:17]([C:14]1[CH:15]=[CH:16][N:11]=[CH:12][CH:13]=1)[OH:18] |f:2.3|. Starting materials: COCC1(C(=O)OC)CCN(Cc2ccccc2)C1, CO, O=C[O-], [NH4+]. The product is COCC1(C(=O)OC)CCNC1. As a reaction SMILES: [CH3:1][O:2][C:3](=[O:4])[C:5]1([CH2:17][O:18][CH3:19])[CH2:6][N:7]([CH2:10][c:11]2[cH:12][cH:13][cH:14][cH:15][cH:16]2)[CH2:8][CH2:9]1.[CH3:24][OH:25].[CH:20]([O-:21])=[O:22].[NH4+:23]>>[CH3:1][O:2][C:3](=[O:4])[C:5]1([CH2:17][O:18][CH3:19])[CH2:6][NH:7][CH2:8][CH2:9]1. The reactants are CC#N, CCN(C(C)C)C(C)C, COCc1nc2n(n1)CC(=O)Nc1ccc(Cl)cc1-2, O, O=P(Cl)(Cl)Cl, c1nc[nH]n1. Yields the product COCc1nc2n(n1)CC(n1cncn1)=Nc1ccc(Cl)cc1-2. Reaction SMILES: [CH3:39][C:40]#[N:41].[CH:6]([N:7]([CH2:8][CH3:9])[CH:10]([CH3:11])[CH3:12])([CH3:13])[CH3:14].[Cl:20][c:21]1[cH:22][cH:23][c:24]2[c:25]([cH:38]1)-[c:26]1[n:27][c:28]([CH2:35][O:36][CH3:37])[n:29][n:30]1[CH2:31][C:32](=[O:34])[NH:33]2.[OH2:42].[P:15]([Cl:16])([Cl:17])([Cl:18])=[O:19].[nH:1]1[n:2][cH:3][n:4][cH:5]1>>[n:1]1([C:32]2=[N:33][c:24]3[cH:23][cH:22][c:21]([Cl:20])[cH:38][c:25]3-[c:26]3[n:27][c:28]([CH2:35][O:36][CH3:37])[n:29][n:30]3[CH2:31]2)[n:2][cH:3][n:4][cH:5]1. Reactants: Cc1cc(CC(=O)OC(C)(C)C)ccc1NC(=O)Nc1ccccc1Cl, ClCCl, O=C(O)C(F)(F)F. The product is Cc1cc(CC(=O)O)ccc1NC(=O)Nc1ccccc1Cl. Reaction SMILES: [Cl:1][c:2]1[c:3]([NH:8][C:9]([NH:10][c:11]2[c:12]([CH3:25])[cH:13][c:14]([CH2:17][C:18](=[O:19])[O:20][C:21]([CH3:22])([CH3:23])[CH3:24])[cH:15][cH:16]2)=[O:26])[cH:4][cH:5][cH:6][cH:7]1.[Cl:34][CH2:35][Cl:36].[F:27][C:28]([F:29])([F:30])[C:31]([OH:32])=[O:33]>>[Cl:1][c:2]1[c:3]([NH:8][C:9]([NH:10][c:11]2[c:12]([CH3:25])[cH:13][c:14]([CH2:17][C:18](=[O:19])[OH:20])[cH:15][cH:16]2)=[O:26])[cH:4][cH:5][cH:6][cH:7]1. The reactants are C(C)(=O)OCC=C(C=CC(=O)OCC)C (ethyl 6-acetoxy-4-methyl-2,4-hexadienoate), C([O-])([O-])=O.[Na+].[Na+] (sodium carbonate), N(CCO)(CCO)CCO (triethanolamine), C(C)(=O)OCC (ethyl acetate). Run in C(C)O (ethanol). Product: OCC=C(C=CC(=O)OCC)C (ethyl 6-hydroxy-4-methyl-2,4-hexadienoate). Yield: 71.2%. Reaction SMILES: C([O:4][CH2:5][CH:6]=[C:7]([CH3:15])[CH:8]=[CH:9][C:10]([O:12][CH2:13][CH3:14])=[O:11])(=O)C.C(=O)([O-])[O-].[Na+].[Na+].N(CCO)(CCO)CCO.C(OCC)(=O)C>C(O)C>[OH:4][CH2:5][CH:6]=[C:7]([CH3:15])[CH:8]=[CH:9][C:10]([O:12][CH2:13][CH3:14])=[O:11] |f:1.2.3|. Procedure: 27.5 g of ethyl 6-acetoxy-4-methyl-2,4-hexadienoate, 20 g of sodium carbonate and 2 ml of triethanolamine were heated to reflux for 3 hours in 250 ml of ethanol. After the addition of ethyl acetate, the organic phase was washed with saturated sodium chloride solution, dried over magnesium sulphate and concentrated. Distillation at 110° C./0.4 mmHg gave 15.7 g (71%) of ethyl 6-hydroxy-4-methyl-2,4-hexadienoate. Reactants: O (water), ClC=1C=C(SC1Cl)CO ((4,5-Dichloro-thiophen-2-yl)-methanol), C1(C=2C(C(N1)=O)=CC=CC2)=O (Phthalimide), N(=NC(=O)OCC)C(=O)OCC (diethyl azodicarboxylate). Solvent: O1CCCC1 (tetrahydrofuran). The product is ClC=1C=C(SC1Cl)CN1C(C2=CC=CC=C2C1=O)=O (2-(4,5-Dichloro-thiophen-2-ylmethyl)-isoindole-1,3-dione). The yield is 68.7%. As a reaction SMILES: [Cl:1][C:2]1[CH:3]=[C:4]([CH2:8]O)[S:5][C:6]=1[Cl:7].[C:10]1(=[O:20])[NH:14][C:13](=[O:15])[C:12]2=[CH:16][CH:17]=[CH:18][CH:19]=[C:11]12.N(C(OCC)=O)=NC(OCC)=O.O>O1CCCC1>[Cl:1][C:2]1[CH:3]=[C:4]([CH2:8][N:14]2[C:10](=[O:20])[C:11]3[C:12](=[CH:16][CH:17]=[CH:18][CH:19]=3)[C:13]2=[O:15])[S:5][C:6]=1[Cl:7]. Reported procedure: To a stirred solution of (4,5-Dichloro-thiophen-2-yl)-methanol (0.660 grams, 3.60 mmole), Phthalimide (0.636 grams, 4.32 mmole), and triphenyl phosphene (1.1 grams, 4.32 mmole) in tetrahydrofuran (20 ml) at room temperature was added diethyl azodicarboxylate (0.395 grams, 12.3 mmole) and stirred at room temperature over night. The mixture was poured into 100 ml water and extracted with diethyl ether. The combined extracts were washed with 1 N NaOH, water and brine, dried over MgSO4, filtered, an... The reactants are ClC=1C=C(C=CC1F)C1=CC=C(C=C1)C[C@H](C1=NC(=NO1)C)NC(=O)C=1C=C(C=CC1OC)C1=CC=C(C=C1)C(F)(F)F (4-methoxy-4′-trifluoromethyl-biphenyl-3-carboxylic acid [2-(3′-chloro-4′-fluoro-biphenyl-4-yl)-1-(R)-(3-methyl-[1,2,4]oxadiazol-5-yl)-ethyl]-amide), B(Br)(Br)Br (boron tribromide). The product is ClC=1C=C(C=CC1F)C1=CC=C(C=C1)C[C@H](C1=NC(=NO1)C)NC(=O)C=1C=C(C=CC1O)C1=CC=C(C=C1)C(F)(F)F (4-Hydroxy-4′-trifluoromethyl-biphenyl-3-carboxylic acid [2-(3′-chloro-4′-fluoro-biphenyl-4-yl)-1-(R)-(3-methyl-[1,2,4]oxadiazol-5-yl)-ethyl]-amide). Isolated yield 78.9%. RXN SMILES: [Cl:1][C:2]1[CH:3]=[C:4]([C:9]2[CH:14]=[CH:13][C:12]([CH2:15][C@@H:16]([NH:23][C:24]([C:26]3[CH:27]=[C:28]([C:34]4[CH:39]=[CH:38][C:37]([C:40]([F:43])([F:42])[F:41])=[CH:36][CH:35]=4)[CH:29]=[CH:30][C:31]=3[O:32]C)=[O:25])[C:17]3[O:21][N:20]=[C:19]([CH3:22])[N:18]=3)=[CH:11][CH:10]=2)[CH:5]=[CH:6][C:7]=1[F:8].B(Br)(Br)Br>>[Cl:1][C:2]1[CH:3]=[C:4]([C:9]2[CH:14]=[CH:13][C:12]([CH2:15][C@@H:16]([NH:23][C:24]([C:26]3[CH:27]=[C:28]([C:34]4[CH:39]=[CH:38][C:37]([C:40]([F:42])([F:43])[F:41])=[CH:36][CH:35]=4)[CH:29]=[CH:30][C:31]=3[OH:32])=[O:25])[C:17]3[O:21][N:20]=[C:19]([CH3:22])[N:18]=3)=[CH:11][CH:10]=2)[CH:5]=[CH:6][C:7]=1[F:8]. Procedure details: 4-Hydroxy-4′-trifluoromethyl-biphenyl-3-carboxylic acid [2-(3′-chloro-4′-fluoro-biphenyl-4-yl)-1-(R)-(3-methyl-[1,2,4]oxadiazol-5-yl)-ethyl]-amide (94 mg) was prepared from 4-methoxy-4′-trifluoromethyl-biphenyl-3-carboxylic acid [2-(3′-chloro-4′-fluoro-biphenyl-4-yl)-1-(R)-(3-methyl-[1,2,4]oxadiazol-5-yl)-ethyl]-amide (122 mg, 0.20 mmol) and boron tribromide (0.5 mL, 0.5 mmol, 1.0 M solution in DCM) following the general procedure P. The reactants are N1=CC=CC=C1 (pyridine), C(C)(C)(C)OC(=O)N1C(CCC1)C(=O)O (Pyrrolidine-1,2-dicarboxylic acid 1-tert-butyl ester), N1=CC=CC=C1 (pyridine), C(C(=O)Cl)(=O)Cl (oxalyl chloride), C(C)(C)(C)NS(=O)(=O)C=1C(=CC=CC1)C1=CC(=C(C=C1)N)F (4′-amino-3′-fluoro-biphenyl-2-sulfonic acid tert-butylamide). Solvent: C(Cl)Cl (DCM), C(C)OCC (diethyl ether), C(C)OCC (diethyl ether). Conditions: temperature 0 celsius, time 1 hour. The product is C(C)(C)(C)OC(=O)N1C(CCC1)C(NC1=C(C=C(C=C1)C1=C(C=CC=C1)S(NC(C)(C)C)(=O)=O)F)=O (2-(2′-tert-Butylsulfamoyl-3-fluoro-biphenyl-4-ylcarbamoyl)-pyrrolidine-1-carboxylic acid tert-butyl ester). RXN SMILES: [C:1]([O:5][C:6]([N:8]1[CH2:12][CH2:11][CH2:10][CH:9]1[C:13]([OH:15])=O)=[O:7])([CH3:4])([CH3:3])[CH3:2].N1C=CC=CC=1.C(Cl)(=O)C(Cl)=O.[C:28]([NH:32][S:33]([C:36]1[C:37]([C:42]2[CH:47]=[CH:46][C:45]([NH2:48])=[C:44]([F:49])[CH:43]=2)=[CH:38][CH:39]=[CH:40][CH:41]=1)(=[O:35])=[O:34])([CH3:31])([CH3:30])[CH3:29]>C(OCC)C.C(Cl)Cl>[C:1]([O:5][C:6]([N:8]1[CH2:12][CH2:11][CH2:10][CH:9]1[C:13](=[O:15])[NH:48][C:45]1[CH:46]=[CH:47][C:42]([C:37]2[CH:38]=[CH:39][CH:40]=[CH:41][C:36]=2[S:33](=[O:35])(=[O:34])[NH:32][C:28]([CH3:29])([CH3:30])[CH3:31])=[CH:43][C:44]=1[F:49])=[O:7])([CH3:2])([CH3:3])[CH3:4]. Procedure: Pyrrolidine-1,2-dicarboxylic acid 1-tert-butyl ester (1.6 g, 7.4 mmol) was dissolved in 40 mL dry diethyl ether under Ar. The solution was cooled in an ice water bath as dry pyridine (3 mL, 37.2 mmol) was added, followed by the dropwise addition of oxalyl chloride (1.6 mL, 18.6 mmol). A precipitate formed immediately. The reaction was stirred vigorously at 0° C. for one hour, then at ambient temperature for one hour. 50 mL diethyl ether were added, and the mixture was filtered. The filtered off ... Starting materials: O=C(CCCBr)COc1cccc(-c2ccsc2)c1, CCNCC=CC#CC(C)(C)C, CCOCC, CN(C)C=O, Cl, [I-], [K+], O. Product: CCN(CC=CC#CC(C)(C)C)CCCC(=O)COc1cccc(-c2ccsc2)c1. As a reaction SMILES: [Br:1][CH2:2][CH2:3][CH2:4][C:5]([CH2:6][O:7][c:8]1[cH:9][c:10](-[c:14]2[cH:15][s:16][cH:17][cH:18]2)[cH:11][cH:12][cH:13]1)=[O:19].[CH2:21]([CH3:22])[NH:23][CH2:24][CH:25]=[CH:26][C:27]#[C:28][C:29]([CH3:30])([CH3:31])[CH3:32].[CH2:35]([O:36][CH2:37][CH3:38])[CH3:39].[CH3:40][N:41]([CH3:42])[CH:43]=[O:44].[ClH:20].[I-:34].[K+:33].[OH2:45]>>[CH2:2]([CH2:3][CH2:4][C:5]([CH2:6][O:7][c:8]1[cH:9][c:10](-[c:14]2[cH:15][s:16][cH:17][cH:18]2)[cH:11][cH:12][cH:13]1)=[O:19])[N:23]([CH2:21][CH3:22])[CH2:24][CH:25]=[CH:26][C:27]#[C:28][C:29]([CH3:30])([CH3:31])[CH3:32]. Product: O=CCC1(CC(=O)OCc2ccccc2)OCCO1. The reactants are O=C(O)CC1(CC(=O)OCc2ccccc2)OCCO1, CC(C)=O, [Cl-], O=C(Cl)C(=O)Cl, c1ccc(P(c2ccccc2)c2ccccc2)cc1, c1ccccc1. Reaction SMILES: [CH2:1]([c:2]1[cH:3][cH:4][cH:5][cH:6][cH:7]1)[O:8][C:9]([CH2:10][C:11]1([CH2:12][C:13](=[O:14])[OH:15])[O:16][CH2:17][CH2:18][O:19]1)=[O:20].[CH3:53][C:54](=[O:55])[CH3:56].[Cl-:21].[Cl:22][C:23]([C:24]([Cl:25])=[O:26])=[O:27].[c:28]1([P:29]([c:30]2[cH:31][cH:32][cH:33][cH:34][cH:35]2)[c:36]2[cH:37][cH:38][cH:39][cH:40][cH:41]2)[cH:42][cH:43][cH:44][cH:45][cH:46]1.[cH:47]1[cH:48][cH:49][cH:50][cH:51][cH:52]1>>[CH2:1]([c:2]1[cH:3][cH:4][cH:5][cH:6][cH:7]1)[O:8][C:9]([CH2:10][C:11]1([CH2:12][CH:13]=[O:14])[O:16][CH2:17][CH2:18][O:19]1)=[O:20].